From a dataset of the Open Reaction Database (ORD), a public repository of structured organic reaction records. describe an organic reaction: reactants, conditions, products, and yield Starting materials: BrCC1COc2ccccc2O1, O=C([O-])[O-], CCOC(C)=O, [Cs+], [Cs+], CN(C)C=O, COC(=O)c1ccc2ccccc2c1O. The product is COC(=O)c1ccc2ccccc2c1OCC1COc2ccccc2O1. As a reaction SMILES: [Br:27][CH2:28][CH:29]1[CH2:30][O:31][c:32]2[c:33]([cH:35][cH:36][cH:37][cH:38]2)[O:34]1.[C:1](=[O:2])([O-:3])[O-:4].[CH3:39][CH2:40][O:41][C:42](=[O:43])[CH3:44].[Cs+:5].[Cs+:6].[O:22]=[CH:23][N:24]([CH3:25])[CH3:26].[OH:7][c:8]1[c:9]([C:18](=[O:19])[O:20][CH3:21])[cH:10][cH:11][c:12]2[cH:13][cH:14][cH:15][cH:16][c:17]12>>[O:7]([c:8]1[c:9]([C:18](=[O:19])[O:20][CH3:21])[cH:10][cH:11][c:12]2[cH:13][cH:14][cH:15][cH:16][c:17]12)[CH2:28][CH:29]1[CH2:30][O:31][c:32]2[c:33]([cH:35][cH:36][cH:37][cH:38]2)[O:34]1. Starting materials: CC(C)(OC(=O)N[C@@H](CCCC1CCN(CC1)C(=O)OCC1=CC=CC=C1)C(=O)N1CCC(CC1)CC)C (phenylmethyl (S)-4-[4-[[(1,1-dimethylethoxy)carbonyl]amino]-5-(4-ethylpiperid-1-yl)-5-oxopentyl]piperidine-1-carboxylate), Cl (hydrogen chloride). Run in ClCCl (dichloromethane). Reaction conditions: time 3 hour. Product: Cl.N[C@@H](CCCC1CCN(CC1)C(=O)OCC1=CC=CC=C1)C(=O)N1CCC(CC1)CC (phenylmethyl (S)-4-[4-amino-5-(4-ethylpiperid-1-yl)-5-oxopentyl]piperidine-1-carboxylate hydrochloride). Isolated yield 100.0%. Reaction SMILES: CC(C)(OC([NH:7][C@H:8]([C:28]([N:30]1[CH2:35][CH2:34][CH:33]([CH2:36][CH3:37])[CH2:32][CH2:31]1)=[O:29])[CH2:9][CH2:10][CH2:11][CH:12]1[CH2:17][CH2:16][N:15]([C:18]([O:20][CH2:21][C:22]2[CH:27]=[CH:26][CH:25]=[CH:24][CH:23]=2)=[O:19])[CH2:14][CH2:13]1)=O)C.[ClH:39]>ClCCl>[ClH:39].[NH2:7][C@H:8]([C:28]([N:30]1[CH2:35][CH2:34][CH:33]([CH2:36][CH3:37])[CH2:32][CH2:31]1)=[O:29])[CH2:9][CH2:10][CH2:11][CH:12]1[CH2:17][CH2:16][N:15]([C:18]([O:20][CH2:21][C:22]2[CH:23]=[CH:24][CH:25]=[CH:26][CH:27]=2)=[O:19])[CH2:14][CH2:13]1 |f:3.4|. Procedure: A solution of 1.54 g (3.0 mmol) of phenylmethyl (S)-4-[4-[[(1,1-dimethylethoxy)carbonyl]amino]-5-(4-ethylpiperid-1-yl)-5-oxopentyl]piperidine-1-carboxylate in 60 ml of dichloromethane is treated for 5 min at 0° C. with a stream of hydrogen chloride. After 3 hours at 0° C., the mixture is concentrated under reduced pressure. The resulting product is used without further purification in the following step. 1.35 g of phenylmethyl (S)-4-[4-amino-5-(4-ethylpiperid-1-yl)-5-oxopentyl]piperidine-1-carbo... The reactants are ClC=1C=C(C=C(C1)Cl)S(=O)(=O)N(C1=CC2=CC=CC=C2C=C1)CP(OCC1=CC=CC=C1)(OCC1=CC=CC=C1)=O (dibenzyl {[(3,5-dichloro-phenylsulphonyl)-naphthalen-2-yl-amino]-methyl}-phosphonate). The reagents and catalysts are [Pd] (palladium on activated charcoal). Run in CO (methanol). Product: ClC=1C=C(C=C(C1)Cl)S(=O)(=O)N(C1=CC2=CC=CC=C2C=C1)CP(O)(O)=O ({[(3,5-dichloro-phenylsulphonyl)-naphthalen-2-yl-amino]-methyl}-phosphonic acid). Reaction SMILES: [Cl:1][C:2]1[CH:3]=[C:4]([S:9]([N:12]([CH2:23][P:24](=[O:41])([O:33]CC2C=CC=CC=2)[O:25]CC2C=CC=CC=2)[C:13]2[CH:22]=[CH:21][C:20]3[C:15](=[CH:16][CH:17]=[CH:18][CH:19]=3)[CH:14]=2)(=[O:11])=[O:10])[CH:5]=[C:6]([Cl:8])[CH:7]=1>CO.[Pd]>[Cl:1][C:2]1[CH:3]=[C:4]([S:9]([N:12]([CH2:23][P:24](=[O:25])([OH:33])[OH:41])[C:13]2[CH:22]=[CH:21][C:20]3[C:15](=[CH:16][CH:17]=[CH:18][CH:19]=3)[CH:14]=2)(=[O:11])=[O:10])[CH:5]=[C:6]([Cl:8])[CH:7]=1. Procedure: 72 mg dibenzyl {[(3,5-dichloro-phenylsulphonyl)-naphthalen-2-yl-amino]-methyl}-phosphonate in 6 ml of methanol are hydrogenated in the presence of 3 mg palladium on activated charcoal (10% Pd). The catalyst is filtered through kieselguhr and the filtrate is evaporated down in vacuo. The flask residue is stirred with diisopropylether, suction filtered and dried. The reactants are C(=O)(O)C1=CC2=C(S1)C=CC=C2Cl (2-carboxy-4-chlorobenzo[b]thiophene), N1=CC=CC2=CC=CC=C12 (quinoline). Reagents/catalysts: [Cu] (copper). Run in C(C)(C)OC(C)C (diisopropyl ether). Run at temperature 150 celsius, time 1 hour. The product is ClC1=CC=CC=2SC=CC21 (4-chlorobenzo[b]thiophene). Reaction SMILES: C([C:4]1[S:8][C:7]2[CH:9]=[CH:10][CH:11]=[C:12]([Cl:13])[C:6]=2[CH:5]=1)(O)=O.N1C2C(=CC=CC=2)C=CC=1>C(OC(C)C)(C)C.[Cu]>[Cl:13][C:12]1[C:6]2[CH:5]=[CH:4][S:8][C:7]=2[CH:9]=[CH:10][CH:11]=1. Procedure: A mixture of 2-carboxy-4-chlorobenzo[b]thiophene (7.24 g), quinoline (36 ml), and copper powder (1.45 g) was stirred at 145 to 155° C. for 1 hour. After the mixture was allowed to cool to room temperature, the mixture was diluted with diisopropyl ether (145 ml), and insoluble materials were removed by filtration. The filtrate was washed with dilute hydrochloric acid (40 ml of 35% concentrated hydrochloric acid+200 ml of cold water) and with water, then dried over magnesium sulfate, and concentra... Starting materials: C1(=CC=CC=C1)C(CC=O)C (3-phenylbutyraldehyde), C(C)(C)(C)NO (N-tert-butylhydroxylamine). Solvent: C1=CC=CC=C1 (benzene). Run at time 18 hour. Yields the product C(C)(C)(C)[N+](=CCC(C)C1=CC=CC=C1)[O-] (N-tert-butyl-C-(2-phenylpropyl)nitrone). Yield: 92.8%. Reaction SMILES: [C:1]1([CH:7]([CH3:11])[CH2:8][CH:9]=O)[CH:6]=[CH:5][CH:4]=[CH:3][CH:2]=1.[C:12]([NH:16][OH:17])([CH3:15])([CH3:14])[CH3:13]>C1C=CC=CC=1>[C:12]([N+:16]([O-:17])=[CH:9][CH2:8][CH:7]([C:1]1[CH:6]=[CH:5][CH:4]=[CH:3][CH:2]=1)[CH3:11])([CH3:15])([CH3:14])[CH3:13]. Procedure details: To a mixture of 3-phenylbutyraldehyde (10.0 g, 67.5 mmol, 1.0 equiv) and benzene (150 ml) and silica gel (5 g) was added N-tert-butylhydroxylamine (7.22 g, 81.0 mmol, 1.2 equiv) and the mixture stirred at rt for 18 h. The mixture was filtered and the filtrate was concentrated under vacuum to give N-tert-butyl-C-(2-phenylpropyl)nitrone (13.74 g, 92.80%) as a light yellow oil. 1H NMR (CDCl3) δ 7.33–7.19 (m, 5H), 6.65 (t, 1H), 3.18–3.04 (m, 1H), 2.90–2.65 (m, 2H), 1.40 (s, 9H), 1.34–1.32 (d, 3H). The reactants are C(C)(=S)N (thioacetamide), BrCC(=O)C1=CC=CC=C1 (2-bromoacetophenone). Solvent: O1CCOCC1 (dioxane), C(C)(=O)OCC (ethyl acetate). Run at time 4 hour. Yields the product CC=1SC=C(N1)C1=CC=CC=C1 (2-methyl-4-phenylthiazole). The yield is 78.0%. RXN SMILES: [C:1]([NH2:4])(=[S:3])[CH3:2].Br[CH2:6][C:7]([C:9]1[CH:14]=[CH:13][CH:12]=[CH:11][CH:10]=1)=O>O1CCOCC1.C(OCC)(=O)C>[CH3:2][C:1]1[S:3][CH:6]=[C:7]([C:9]2[CH:14]=[CH:13][CH:12]=[CH:11][CH:10]=2)[N:4]=1. Procedure: Add thioacetamide (0.09 g, 1.2 mmol) to a solution of 2-bromoacetophenone (0.2 g, 1.0 mmol) in 30 mL dioxane. Stir at room temperature for 4 hours, dilute with ethyl acetate, wash sequentially with aqueous sodium carbonate (3×15 mL) and water (3×20 mL). Dry the organic phase over sodium sulfate, concentrate under reduced pressure, and subject the residue to silica gel chromatography, eluting with hexane containing 10% ethyl acetate to provide the desired compound in 78% yield. MS(ES+): m/z=176.1...